Dataset: the Open Reaction Database (ORD), a public repository of structured organic reaction records. Task: describe an organic reaction: reactants, conditions, products, and yield Reactants: BrC1=CC=C(OC(CNS(=O)(=O)C(C)C)C)C=C1 ([2-(4-bromophenoxy)propyl][(methylethyl)sulfonyl]amine), FC(C=1C=C(C=CC1)B(O)O)(F)F (3-trifluoromethylbenzeneboronic acid), C([O-])([O-])=O.[Na+].[Na+] (sodium carbonate). The reagents and catalysts are Cl[Pd]([P](C1=CC=CC=C1)(C2=CC=CC=C2)C3=CC=CC=C3)([P](C4=CC=CC=C4)(C5=CC=CC=C5)C6=CC=CC=C6)Cl (dichlorobis(triphenylphosphine)palladium(II)). Run in COCCOC (1,2-dimethoxyethane). The product is CC(C)S(=O)(=O)NCC(C)OC1=CC=C(C=C1)C1=CC(=CC=C1)C(F)(F)F ([(Methylethyl)sulfonyl](2-{4-[3-(trifluoromethyl)phenyl]phenoxy}propyl)amine), co-eluting mixture. Yield: 15.4%. As a reaction SMILES: Br[C:2]1[CH:18]=[CH:17][C:5]([O:6][CH:7]([CH3:16])[CH2:8][NH:9][S:10]([CH:13]([CH3:15])[CH3:14])(=[O:12])=[O:11])=[CH:4][CH:3]=1.[F:19][C:20]([F:31])([F:30])[C:21]1[CH:22]=[C:23](B(O)O)[CH:24]=[CH:25][CH:26]=1.C(=O)([O-])[O-].[Na+].[Na+]>Cl[Pd](Cl)([P](C1C=CC=CC=1)(C1C=CC=CC=1)C1C=CC=CC=1)[P](C1C=CC=CC=1)(C1C=CC=CC=1)C1C=CC=CC=1.COCCOC>[CH3:14][CH:13]([S:10]([NH:9][CH2:8][CH:7]([O:6][C:5]1[CH:17]=[CH:18][C:2]([C:25]2[CH:24]=[CH:23][CH:22]=[C:21]([C:20]([F:31])([F:30])[F:19])[CH:26]=2)=[CH:3][CH:4]=1)[CH3:16])(=[O:12])=[O:11])[CH3:15] |f:2.3.4,^1:40,59|. Procedure details: The title compound (44 mg, 15%, white foam) was prepared from [2-(4-bromophenoxy)propyl][(methylethyl)sulfonyl]amine (240 mg, 0.714 mmol, prepared in example 1), 3-trifluoromethylbenzeneboronic acid (162 mg, 0.853 mmol), dichlorobis(triphenylphosphine)palladium(II) (20 mg, 0.028 mmol), 2 M sodium carbonate (255 mg in 1.2 mL water), and 1,2-dimethoxyethane (4.75 mL) in a manner analogous to the procedure described in Example 8. The crude material was purified utilizing a Chromatotron® with a 2000... The reactants are N(=NC(=O)OC(C)C)C(=O)OC(C)C (Diisopropyl azodicarboxylate), FC(C(F)F)(OC1=CC=C(C=C1)O)F (4-(1,1,2,2-tetrafluoroethoxy)phenol), OC1CCN(CC1)C(=O)OC(C)(C)C (tert-butyl 4 hydroxypiperidine-1-carboxylate), C1(=CC=CC=C1)P(C1=CC=CC=C1)C1=CC=CC=C1 (triphenylphosphine). The solvent is ClCCl (dichloromethane). Run at time 18 hour. Yields the product FC(C(F)F)(OC1=CC=C(OC2CCNCC2)C=C1)F (4-[4-(1,1,2,2-tetrafluoroethoxy)phenoxy]piperidine), FC(C(F)F)(OC1=CC=C(OC2CCN(CC2)C(=O)OC(C)(C)C)C=C1)F (tert-butyl 4-[4-(1,1,2,2-tetrafluoroethoxy)phenoxy]piperidine-1-carboxylate). Isolated yield 176.3%. As a reaction SMILES: N(C(OC(C)C)=O)=NC(OC(C)C)=O.[F:15][C:16]([F:28])([O:20][C:21]1[CH:26]=[CH:25][C:24]([OH:27])=[CH:23][CH:22]=1)[CH:17]([F:19])[F:18].[OH:29][CH:30]1[CH2:35][CH2:34][N:33]([C:36]([O:38][C:39]([CH3:42])([CH3:41])[CH3:40])=[O:37])[CH2:32][CH2:31]1.C1(P(C2C=CC=CC=2)C2C=CC=CC=2)C=CC=CC=1>ClCCl>[F:15][C:16]([F:28])([O:20][C:21]1[CH:26]=[CH:25][C:24]([O:27][CH:30]2[CH2:35][CH2:34][NH:33][CH2:32][CH2:31]2)=[CH:23][CH:22]=1)[CH:17]([F:18])[F:19].[F:15][C:16]([F:28])([O:20][C:21]1[CH:22]=[CH:23][C:24]([O:29][CH:30]2[CH2:31][CH2:32][N:33]([C:36]([O:38][C:39]([CH3:42])([CH3:41])[CH3:40])=[O:37])[CH2:34][CH2:35]2)=[CH:25][CH:26]=1)[CH:17]([F:18])[F:19]. Reported procedure: 4-[4-(1,1,2,2-tetrafluoroethoxy)phenoxy]piperidine was prepared as follows: Diisopropyl azodicarboxylate (2.25 mL) was added to a solution of 4-(1,1,2,2-tetrafluoroethoxy)phenol (2.0 g), tert-butyl 4 hydroxypiperidine-1-carboxylate (2.3 g) and triphenylphosphine (3.5 g) in dichloromethane (30 mL). The reaction mixture was stirred at ambient temperature for 18 hours and then concentrated at reduced pressure. This resulting mixture was purified by silica column chromatography, eluting with a gradi... Starting materials: p-Tosic acid, CCOCC (Et2O), N([C@@H](CC(C)C)C(=O)O)C(=O)OC(C)(C)C.C(=C)S(=O)(=O)C=C (Boc-Leu vinylsulfone). Reaction conditions: time 8 hour. Product: N[C@@H](CC(C)C)C(=O)O.S(=O)(=O)(O)C1=CC=C(C)C=C1.C(=C)S(=O)(=O)C=C (Leu Vinylsulfone Tosylate Salt). RXN SMILES: [NH:1](C(OC(C)(C)C)=O)[C@H:2]([C:7]([OH:9])=[O:8])[CH2:3][CH:4]([CH3:6])[CH3:5].[CH:17]([S:19]([CH:22]=[CH2:23])(=[O:21])=[O:20])=[CH2:18].CC[O:26]CC>>[NH2:1][C@H:2]([C:7]([OH:9])=[O:8])[CH2:3][CH:4]([CH3:6])[CH3:5].[S:19]([C:22]1[CH:23]=[CH:5][C:4]([CH3:6])=[CH:3][CH:2]=1)([OH:20])(=[O:21])=[O:26].[CH:17]([S:19]([CH:22]=[CH2:23])(=[O:21])=[O:20])=[CH2:18] |f:0.1,3.4.5|. Procedure details: An Et2O solution of anhydrous p-Tosic acid (3 equiv.) was added to dry oil of Boc-Leu-vinylsulfone (1 equiv.) and stirred at room temperature overnight. The product formed a white precipitate which was recovered by centrifugation. Reactants: C(C)(C)(C)OC(=O)N1CCC2=C(CC1)C(=C(C=C2)Cl)SCC2=CC=C(C=C2)CO (3-tert-butoxycarbonyl-7-chloro-6-(4-hydroxymethyl-benzylthio)-2,3,4,5-tetrahydro-1H-benzo[d]azepine), [H-].[Na+] (sodium hydride), CI (methyl iodide). Solvent: O (water), CN(C)C=O (DMF). Run at time 30 minute. The product is C(C)(C)(C)OC(=O)N1CCC2=C(CC1)C(=C(C=C2)Cl)SCC2=CC=C(C=C2)COC (3-tert-butoxycarbonyl-7-chloro-6-(4-methoxymethyl-benzylthio)-2,3,4,5-tetrahydro-1H-benzo[d]azepine). RXN SMILES: [C:1]([O:5][C:6]([N:8]1[CH2:14][CH2:13][C:12]2[C:15]([S:20][CH2:21][C:22]3[CH:27]=[CH:26][C:25]([CH2:28][OH:29])=[CH:24][CH:23]=3)=[C:16]([Cl:19])[CH:17]=[CH:18][C:11]=2[CH2:10][CH2:9]1)=[O:7])([CH3:4])([CH3:3])[CH3:2].[H-].[Na+].[CH3:32]I>CN(C=O)C.O>[C:1]([O:5][C:6]([N:8]1[CH2:14][CH2:13][C:12]2[C:15]([S:20][CH2:21][C:22]3[CH:23]=[CH:24][C:25]([CH2:28][O:29][CH3:32])=[CH:26][CH:27]=3)=[C:16]([Cl:19])[CH:17]=[CH:18][C:11]=2[CH2:10][CH2:9]1)=[O:7])([CH3:4])([CH3:2])[CH3:3] |f:1.2|. Reported procedure: To a stirred solution of 3-tert-butoxycarbonyl-7-chloro-6-(4-hydroxymethyl-benzylthio)-2,3,4,5-tetrahydro-1H-benzo[d]azepine (133 mg, 0.306 mmol) in anhydrous DMF (2 mL) under nitrogen, add sodium hydride (60% dispersion, 13-15 mg, 0.375 mmol) at ambient temperature and continue sting for 30 min. Add methyl iodide (80 □L, 1.28 mmol). After 15 min, dilute with water, extract three times with EtOAc, dry over anhydrous MgSO4 and concentrate in vacuo. Purify by chromatography on silica gel eluting w...